From a dataset of the Open Reaction Database (ORD), a public repository of structured organic reaction records. describe an organic reaction: reactants, conditions, products, and yield Reactants: C(C)OC1=C(C(=O)O)C=CC(=N1)OCC (2,6-Diethoxynicotinic Acid), C([O-])([O-])=O.[Cs+].[Cs+] (cesium carbonate), C(C)I (Ethyl iodide). The solvent is CN(C=O)C (N,N-dimethylformamide). Conditions: time 2 hour. Yields the product C(C)OC1=C(C(=O)OCC)C=CC(=N1)OCC (Ethyl 2,6-diethoxynicotinate). As a reaction SMILES: [CH2:1]([O:3][C:4]1[N:12]=[C:11]([O:13][CH2:14][CH3:15])[CH:10]=[CH:9][C:5]=1[C:6]([OH:8])=[O:7])[CH3:2].C(=O)([O-])[O-].[Cs+].[Cs+].[CH2:22](I)[CH3:23]>CN(C)C=O>[CH2:1]([O:3][C:4]1[N:12]=[C:11]([O:13][CH2:14][CH3:15])[CH:10]=[CH:9][C:5]=1[C:6]([O:8][CH2:22][CH3:23])=[O:7])[CH3:2] |f:1.2.3|. Procedure: A suspension of the compound prepared in Example 294 (1.75 g) and cesium carbonate (2.70 g) in N,N-dimethylformamide (21 mL) was stirred at room temperature for 2 hours. Ethyl iodide (0.663 mL) was added and stirring continued at room temperature for 18 hours. The solvent was evaporated in vacuo and the residue partitioned between a saturated aqueous solution of sodium bicarbonate and ethyl acetate. The combined organic extracts were washed with brine, dried and evaporated in vacuo to a yellow o... Reaction conditions: time 2.5 hour. The product is FC(C(=O)O)(F)F.CNNC(=O)C1=CC=C(OCC(=O)OC)C=C1 (methyl 4-(3-methylcarbazoyl)-phenoxyacetate trifluoroacetate salt). The reactants are CN(NC(=O)C1=CC=C(OCC(=O)OC)C=C1)C(=O)OC(C)(C)C (methyl 4-(3-methy-3-t-butoxycarbonylcarbazoyl)-phenoxyacetate), FC(C(=O)O)(F)F (trifluoroacetic acid), resultant solution. Reaction SMILES: [CH3:1][N:2](C(OC(C)(C)C)=O)[NH:3][C:4]([C:6]1[CH:17]=[CH:16][C:9]([O:10][CH2:11][C:12]([O:14][CH3:15])=[O:13])=[CH:8][CH:7]=1)=[O:5].[F:25][C:26]([F:31])([F:30])[C:27]([OH:29])=[O:28]>ClCCl.C1(OC)C=CC=CC=1>[F:25][C:26]([F:31])([F:30])[C:27]([OH:29])=[O:28].[CH3:1][NH:2][NH:3][C:4]([C:6]1[CH:17]=[CH:16][C:9]([O:10][CH2:11][C:12]([O:14][CH3:15])=[O:13])=[CH:8][CH:7]=1)=[O:5] |f:4.5|. Reported procedure: To a stirred suspension of the product of step (a) (2.9 g) in a mixture of dichloromethane (20 ml) and anisole (2 ml) at 0°-5° C. was added trifluoroacetic acid (27 ml). The resultant solution was stirred at low temperature for 20 minutes and then at ambient temperature for 2.5 hours. The reaction mixture was evaporated and the residue was triturated with dry ether. The solid was collected and washed with ether to give methyl 4-(3-methylcarbazoyl)-phenoxyacetate trifluoroacetate salt (2.9 g), as... The solvent is ClCCl (dichloromethane), C1(=CC=CC=C1)OC (anisole). Reactants: FC1=C(CN2N=C(C=3C2=NC=CC3)C3=NC(=C2N(C(NC2=N3)=O)C)I)C=CC=C1 (2-[1-(2-Fluorobenzyl)-1H-pyrazolo[3,4-b]pyridin-3-yl]-6-iodo-7-methyl-7,9-dihydro-8H-purin-8-one), C(C)(C)O (isopropanol), C([O-])([O-])=O.[Cs+].[Cs+] (cesium carbonate), CC=1C=NC2=C3N=CC(=C(C3=CC=C2C1C)C)C (3,4,7,8-tetramethyl-1,10-phenanthroline). The reagents and catalysts are [Cu]I (copper(I) iodide). Run in CN1C(CCC1)=O (N-methylpyrrolidone). Reaction conditions: temperature 140 celsius, time 8 hour. Product: FC1=C(CN2N=C(C=3C2=NC=CC3)C3=NC(=C2N(C(NC2=N3)=O)C)OC(C)C)C=CC=C1 (2-[1-(2-Fluorobenzyl)-1H-pyrazolo[3,4-b]pyridin-3-yl]-6-isopropoxy-7-methyl-7,9-dihydro-8H-purin-8-one). As a reaction SMILES: [F:1][C:2]1[CH:29]=[CH:28][CH:27]=[CH:26][C:3]=1[CH2:4][N:5]1[C:9]2=[N:10][CH:11]=[CH:12][CH:13]=[C:8]2[C:7]([C:14]2[N:22]=[C:21]3[C:17]([N:18]([CH3:24])[C:19](=[O:23])[NH:20]3)=[C:16](I)[N:15]=2)=[N:6]1.[CH:30]([OH:33])([CH3:32])[CH3:31].C(=O)([O-])[O-].[Cs+].[Cs+].CC1C=NC2C(C=1C)=CC=C1C=2N=CC(C)=C1C>[Cu]I.CN1CCCC1=O>[F:1][C:2]1[CH:29]=[CH:28][CH:27]=[CH:26][C:3]=1[CH2:4][N:5]1[C:9]2=[N:10][CH:11]=[CH:12][CH:13]=[C:8]2[C:7]([C:14]2[N:22]=[C:21]3[C:17]([N:18]([CH3:24])[C:19](=[O:23])[NH:20]3)=[C:16]([O:33][CH:30]([CH3:32])[CH3:31])[N:15]=2)=[N:6]1 |f:2.3.4|. Procedure: 200 mg (0.399 mmol) of the compound obtained in example 107 were admixed in a microwavable flask with isopropanol (3 ml), 260 mg (0.798 mmol) of cesium carbonate, 8 mg (0.04 mmol) of copper(I) iodide and 19 mg (0.08 mmol) of 3,4,7,8-tetramethyl-1,10-phenanthroline. The flask was purged with argon while being treated with ultrasound for 5 min, and then closed with an appropriate septum. Then it was heated in a microwave at 140° C. for 2 h. Reaction monitoring showed low conversion. For that reaso...